From a dataset of the Open Reaction Database (ORD), a public repository of structured organic reaction records. describe an organic reaction: reactants, conditions, products, and yield The reactants are CC(C)(C)[PH+](C(C)(C)C)C(C)(C)C, C=C(C)C(=O)OC, CN(C)c1ccc(Br)cc1, NC(C1CCCCC1)C1CCCCC1, O=C(C=Cc1ccccc1)C=Cc1ccccc1, C1CCOC1, O=C(C=Cc1ccccc1)C=Cc1ccccc1, O=C(C=Cc1ccccc1)C=Cc1ccccc1, [Pd], [Pd], Cc1ccc([B-](c2ccc(C)cc2)(c2ccc(C)cc2)c2ccc(C)cc2)cc1. Yields the product COC(=O)C(C)=Cc1ccc(N(C)C)cc1. Reaction SMILES: [C:61]([PH+:62]([C:63]([CH3:64])([CH3:65])[CH3:66])[C:67]([CH3:68])([CH3:69])[CH3:70])([CH3:71])([CH3:72])[CH3:73].[CH3:11][O:12][C:13](=[O:14])[C:15]([CH3:16])=[CH2:17].[CH3:1][N:2]([c:3]1[cH:4][cH:5][c:6]([Br:9])[cH:7][cH:8]1)[CH3:10].[CH:18]1([CH:19]([NH2:20])[CH:21]2[CH2:22][CH2:23][CH2:24][CH2:25][CH2:26]2)[CH2:27][CH2:28][CH2:29][CH2:30][CH2:31]1.[O:112]=[C:113]([CH:114]=[CH:115][c:116]1[cH:117][cH:118][cH:119][cH:120][cH:121]1)[CH:122]=[CH:123][c:124]1[cH:125][cH:126][cH:127][cH:128][cH:129]1.[O:130]1[CH2:131][CH2:132][CH2:133][CH2:134]1.[O:76]=[C:77]([CH:78]=[CH:79][c:80]1[cH:81][cH:82][cH:83][cH:84][cH:85]1)[CH:86]=[CH:87][c:88]1[cH:89][cH:90][cH:91][cH:92][cH:93]1.[O:94]=[C:95]([CH:96]=[CH:97][c:98]1[cH:99][cH:100][cH:101][cH:102][cH:103]1)[CH:104]=[CH:105][c:106]1[cH:107][cH:108][cH:109][cH:110][cH:111]1.[Pd:74].[Pd:75].[c:32]1([CH3:33])[cH:34][cH:35][c:36]([B-:37]([c:38]2[cH:39][cH:40][c:41]([CH3:42])[cH:43][cH:44]2)([c:45]2[cH:46][cH:47][c:48]([CH3:49])[cH:50][cH:51]2)[c:52]2[cH:53][cH:54][c:55]([CH3:56])[cH:57][cH:58]2)[cH:59][cH:60]1>>[CH3:1][N:2]([c:3]1[cH:4][cH:5][c:6]([CH:16]=[C:15]([C:13]([O:12][CH3:11])=[O:14])[CH3:17])[cH:7][cH:8]1)[CH3:10]. The reactants are ClC=1N=C(C2=C(N1)N(C=C2)S(=O)(=O)C2=CC=C(C=C2)C)Cl (2,4-dichloro-7-[(4-methylphenyl)sulfonyl]-7H-pyrrolo[2,3-d]pyrimidine), NC1=C(C(=O)O)C(=CC=C1)F (2-amino-6-fluorobenzoic acid). As a reaction SMILES: [Cl:1][C:2]1[N:3]=[C:4](Cl)[C:5]2[CH:10]=[CH:9][N:8]([S:11]([C:14]3[CH:19]=[CH:18][C:17]([CH3:20])=[CH:16][CH:15]=3)(=[O:13])=[O:12])[C:6]=2[N:7]=1.[NH2:22][C:23]1[CH:31]=[CH:30][CH:29]=[C:28]([F:32])[C:24]=1[C:25]([OH:27])=[O:26]>CC(O)C.CCN(C(C)C)C(C)C.CCOC(C)=O>[Cl:1][C:2]1[N:3]=[C:4]([NH:22][C:23]2[CH:31]=[CH:30][CH:29]=[C:28]([F:32])[C:24]=2[C:25]([OH:27])=[O:26])[C:5]2[CH:10]=[CH:9][N:8]([S:11]([C:14]3[CH:19]=[CH:18][C:17]([CH3:20])=[CH:16][CH:15]=3)(=[O:13])=[O:12])[C:6]=2[N:7]=1. The yield is 91.6%. Reported procedure: A slurry of 2,4-dichloro-7-[(4-methylphenyl)sulfonyl]-7H-pyrrolo[2,3-d]pyrimidine (50 g, 146 mmol) and 2-amino-6-fluorobenzoic acid (27.2 g, 175 mmol) (for instance from Acros Organics, Belgium) in iPrOH (1200 mL) and 30 mL of DIEA was heated to reflux. After 1 h, the solution turned a clear brown color, at which time about 450 mL of solvent were removed via distillation. The remaining mixture was treated with DIEA (90 mL) and heated to reflux for 16 hours. The reaction mixture was then further ... Solvent: CC(C)O (iPrOH), CCN(C(C)C)C(C)C (DIEA), CCOC(=O)C (EtOAc). Product: ClC=1N=C(C2=C(N1)N(C=C2)S(=O)(=O)C2=CC=C(C=C2)C)NC2=C(C(=O)O)C(=CC=C2)F (2-({2-chloro-7-[(4-methylphenyl)sulfonyl]-7H-pyrrolo[2,3-d]pyrimidin-4-yl}amino)-6-fluorobenzoic acid). Reaction conditions: time 1 hour. The reactants are O=C([O-])[O-], CS(C)=O, Cc1ccc(OC(=O)c2cc(Cl)c(F)cc2F)cc1, Oc1cnc(C2CC2)c(Cl)c1, [K+], [K+]. Product: Cc1ccc(OC(=O)c2cc(Cl)c(Oc3cnc(C4CC4)c(Cl)c3)cc2F)cc1. As a reaction SMILES: [C:31](=[O:32])([O-:33])[O-:34].[CH3:37][S:38]([CH3:39])=[O:40].[Cl:1][c:2]1[c:3]([F:19])[cH:4][c:5]([F:18])[c:6]([C:7](=[O:8])[O:9][c:10]2[cH:11][cH:12][c:13]([CH3:16])[cH:14][cH:15]2)[cH:17]1.[Cl:20][c:21]1[cH:22][c:23]([OH:30])[cH:24][n:25][c:26]1[CH:27]1[CH2:28][CH2:29]1.[K+:35].[K+:36]>>[Cl:1][c:2]1[c:3]([O:30][c:23]2[cH:22][c:21]([Cl:20])[c:26]([CH:27]3[CH2:28][CH2:29]3)[n:25][cH:24]2)[cH:4][c:5]([F:18])[c:6]([C:7](=[O:8])[O:9][c:10]2[cH:11][cH:12][c:13]([CH3:16])[cH:14][cH:15]2)[cH:17]1. The reactants are latter compound, CN(C=O)C (dimethylformamide), [N-]=[N+]=[N-].[Na+] (sodium azide), C(C)(C)O (isopropanol), N(=[N+]=[N-])C=1C=C(C=CC1)C(CC)OC1=C(C=CC=C1)OC (3-azido-1-(o-methoxyphenoxy)propylbenzene). Run in O (water). Conditions: temperature 95 celsius. Product: COC1=C(OC(CCN)C2=CC=CC=C2)C=CC=C1 (3-(o-methoxyphenoxy)-3-phenylpropylamine). Reaction SMILES: C[N:2]([CH3:5])C=O.[N-]=[N+]=[N-].[Na+].N([C:13]1[CH:14]=[C:15]([CH:19]([O:22][C:23]2[CH:28]=[CH:27][CH:26]=[CH:25][C:24]=2[O:29][CH3:30])[CH2:20]C)[CH:16]=[CH:17][CH:18]=1)=[N+]=[N-].C(O)(C)C>O>[CH3:30][O:29][C:24]1[CH:25]=[CH:26][CH:27]=[CH:28][C:23]=1[O:22][CH:19]([C:15]1[CH:14]=[CH:13][CH:18]=[CH:17][CH:16]=1)[CH2:20][CH2:5][NH2:2] |f:1.2|. Procedure: A solution of 2.6 g. of sodium azide in 10 ml. of water was placed in a 100 ml. three-neck, round-bottom flask equipped with stirrer, condenser and thermometer. A second solution containing 2.76 g. of 3-chloro-1-(o-methoxyphenoxy)propylbenzene (as provided by the procedure of Example 2) in 30 ml. of dimethylformamide was added to the sodium azide solution, and the resulting mixture heated at 95° C. overnight. The reaction mixture was cooled, diluted with water and extracted three times with ethe... Starting materials: C([O-])(O)=O.[Na+] (sodium bicarbonate), C([O-])(O)=O.[Na+] (sodium bicarbonate), FC1=C(C=CC=C1C(F)(F)F)/C=C/CN1N=C(C2=CC=CC=C2C1=O)CC(=O)OCC (ethyl (E) -3-[3-[2-fluoro-3-(trifluoromethyl)phenyl]-2-propenyl]-3,4-dihydro-4-oxo-1-phthalazineacetate), C(C)O (ethanol), C (Norit). Run in O (water), O (water). Run at time 2 hour. Product: FC1=C(C=CC=C1C(F)(F)F)/C=C/CN1N=C(C2=CC=CC=C2C1=O)CC(=O)O ((E) -3-[3-[2-fluoro-3-(trifluoromethyl)phenyl]-2-propenyl]-3,4-dihydro-4-oxo-1-phthalazineacetic acid). Reaction SMILES: C(=O)(O)[O-].[Na+].[F:6][C:7]1[C:12]([C:13]([F:16])([F:15])[F:14])=[CH:11][CH:10]=[CH:9][C:8]=1/[CH:17]=[CH:18]/[CH2:19][N:20]1[C:29](=[O:30])[C:28]2[C:23](=[CH:24][CH:25]=[CH:26][CH:27]=2)[C:22]([CH2:31][C:32]([O:34]CC)=[O:33])=[N:21]1.C(O)C.C>O>[F:6][C:7]1[C:12]([C:13]([F:16])([F:15])[F:14])=[CH:11][CH:10]=[CH:9][C:8]=1/[CH:17]=[CH:18]/[CH2:19][N:20]1[C:29](=[O:30])[C:28]2[C:23](=[CH:24][CH:25]=[CH:26][CH:27]=2)[C:22]([CH2:31][C:32]([OH:34])=[O:33])=[N:21]1 |f:0.1|. Procedure: A solution of 183.6 g (2.185 mol) of sodium bicarbonate in 4.2 1 of water is rapidly added to a suspension of 474.4 g (1.092 mol) of ethyl (E) -3-[3-[2-fluoro-3-(trifluoromethyl)phenyl]-2-propenyl]-3,4-dihydro-4-oxo-1-phthalazineacetate in 4.2 1 of ethanol and heating is carried out for 2 h at reflux. A solution of 36.7 g (0.436 mol) of sodium bicarbonate in 800 ml of water is added and heating is carried out for 4 h 30 at reflux. 50 g of Norit are added and heating is carried out for a further ... Starting materials: C(C)OCC (ethyl ether), 0.5, C1(=CC=CC=C1)CCC(=O)N1CCC(CC1)C=1N=CNC1 (1-(3-phenylpropionyl)-4-(1H-imidazol-4-yl)piperidine), C(C(=O)O)(=O)O (oxalic acid). The solvent is C(C)(C)O (isopropanol). Product: C(C(=O)O)(=O)O.C1(=CC=CC=C1)CCC(=O)N1CCC(CC1)C=1N=CNC1 (1-(3-Phenylpropionyl)-4-(1H-imidazol-4-yl)piperidine (Oxalate)). As a reaction SMILES: [C:1]1([CH2:7][CH2:8][C:9]([N:11]2[CH2:16][CH2:15][CH:14]([C:17]3[N:18]=[CH:19][NH:20][CH:21]=3)[CH2:13][CH2:12]2)=[O:10])[CH:6]=[CH:5][CH:4]=[CH:3][CH:2]=1.[C:22]([OH:27])(=[O:26])[C:23]([OH:25])=[O:24].C(OCC)C>C(O)(C)C>[C:22]([OH:27])(=[O:26])[C:23]([OH:25])=[O:24].[C:1]1([CH2:7][CH2:8][C:9]([N:11]2[CH2:12][CH2:13][CH:14]([C:17]3[N:18]=[CH:19][NH:20][CH:21]=3)[CH2:15][CH2:16]2)=[O:10])[CH:6]=[CH:5][CH:4]=[CH:3][CH:2]=1 |f:4.5|. Procedure: 0.5 (0.0017 mol) of 1-(3-phenylpropionyl)-4-(1H-imidazol-4-yl)piperidine and 1.2 equivalents of oxalic acid dissolved in 35 ml of isopropanol are brought to reflux for 1 h. After cooling, the precipitate obtained is drained,,washed with ethyl ether, dried and recrystallised in acetonitrile. A white powder is obtained.